Dataset: the Open Reaction Database (ORD), a public repository of structured organic reaction records. Task: describe an organic reaction: reactants, conditions, products, and yield Reactants: Cl.Cl.NC1=CC(=C(C(=O)NCC2CCNCC2)C=C1Cl)OC (4-Amino-5-chloro-2-methoxy-N-(piperidin-4-ylmethyl)benzamide dihydrochloride), C([O-])([O-])=O.[K+].[K+] (potassium carbonate), BrCCCCCC(=O)C1=C(C=C(C=C1)C)C (6-bromo-1-(2,4-dimethylphenyl)-1-hexanone). The product is NC1=CC(=C(C(=O)NCC2CCN(CC2)CCCCCC(=O)C2=C(C=C(C=C2)C)C)C=C1Cl)OC (4-amino-5-chloro-N-((1-(6-(2,4-dimethylphenyl)-6-oxohexyl)piperidin-4-yl)methyl)-2-methoxybenzamide). Yield: 42.5%. Reaction SMILES: Cl.Cl.[NH2:3][C:4]1[C:19]([Cl:20])=[CH:18][C:7]([C:8]([NH:10][CH2:11][CH:12]2[CH2:17][CH2:16][NH:15][CH2:14][CH2:13]2)=[O:9])=[C:6]([O:21][CH3:22])[CH:5]=1.C(=O)([O-])[O-].[K+].[K+].Br[CH2:30][CH2:31][CH2:32][CH2:33][CH2:34][C:35]([C:37]1[CH:42]=[CH:41][C:40]([CH3:43])=[CH:39][C:38]=1[CH3:44])=[O:36]>>[NH2:3][C:4]1[C:19]([Cl:20])=[CH:18][C:7]([C:8]([NH:10][CH2:11][CH:12]2[CH2:13][CH2:14][N:15]([CH2:30][CH2:31][CH2:32][CH2:33][CH2:34][C:35]([C:37]3[CH:42]=[CH:41][C:40]([CH3:43])=[CH:39][C:38]=3[CH3:44])=[O:36])[CH2:16][CH2:17]2)=[O:9])=[C:6]([O:21][CH3:22])[CH:5]=1 |f:0.1.2,3.4.5|. Procedure details: 4-Amino-5-chloro-2-methoxy-N-(piperidin-4-ylmethyl)benzamide dihydrochloride (1.1 g) as starting compound, potassium carbonate (2.0 g) and 6-bromo-1-(2,4-dimethylphenyl)-1-hexanone (0.94 g) were reacted and treated in the same manner as in Example 172 to give 0.63 g of 4-amino-5-chloro-N-((1-(6-(2,4-dimethylphenyl)-6-oxohexyl)piperidin-4-yl)methyl)-2-methoxybenzamide. The reactants are BrC1=C(C=C(C=C1)Br)C(F)(F)F (1,4-dibromo-2-(trifluoromethyl)benzene), solution, [Li]CCCC (BuLi), CCCCCC (hexane), C(C1=CC=CC=C1)=O (benzaldehyde), Cl (HCl). The solvent is O (water), CCOCC (Et2O). Reaction conditions: time 25 minute. Yields the product BrC1=CC(=C(C=C1)C(O)C1=CC=CC=C1)C(F)(F)F ((4-bromo-2-(trifluoromethyl)phenyl)(phenyl)methanol). The yield is 90.0%. As a reaction SMILES: Br[C:2]1[CH:7]=[CH:6][C:5]([Br:8])=[CH:4][C:3]=1[C:9]([F:12])([F:11])[F:10].[Li]CCCC.CCCCCC.[CH:24](=[O:31])[C:25]1[CH:30]=[CH:29][CH:28]=[CH:27][CH:26]=1.Cl>CCOCC.O>[Br:8][C:5]1[CH:6]=[CH:7][C:2]([CH:24]([C:25]2[CH:30]=[CH:29][CH:28]=[CH:27][CH:26]=2)[OH:31])=[C:3]([C:9]([F:12])([F:11])[F:10])[CH:4]=1. Reported procedure: To a solution of 1,4-dibromo-2-(trifluoromethyl)benzene (300 mg, 0.987 mmol) in 2 mL of Et2O (C=0.5M) was added dropwise a 1.6M solution of BuLi in hexane (650 μL, 1.05 eq) at −78° C. After 25 min of stirring, benzaldehyde (120 μL, 1.2 eq) was slowly added. The mixture was stirred for 2 h at −78° C. and was allowed to warm to r.t. overnight. Then, the reaction mixture was hydrolyzed with water and with a 1M HCl solution to acidify. The layers were separated. The aqueous layer was extracted with ... Starting materials: C1CCOC1, Nc1ncc(Br)cc1-c1nnnn1-c1ccc(O)c(F)c1F, OC1CCOC1, c1ccc(P(c2ccccc2)c2ccccc2)cc1. Yields the product Nc1ncc(Br)cc1-c1nnnn1-c1ccc(OC2CCOC2)c(F)c1F. As a reaction SMILES: [CH2:48]1[O:49][CH2:50][CH2:51][CH2:52]1.[NH2:1][c:2]1[n:3][cH:4][c:5]([Br:22])[cH:6][c:7]1-[c:8]1[n:9][n:10][n:11][n:12]1-[c:13]1[c:14]([F:21])[c:15]([F:20])[c:16]([OH:19])[cH:17][cH:18]1.[O:42]1[CH2:43][CH:44]([OH:47])[CH2:45][CH2:46]1.[c:23]1([P:24]([c:25]2[cH:26][cH:27][cH:28][cH:29][cH:30]2)[c:31]2[cH:32][cH:33][cH:34][cH:35][cH:36]2)[cH:37][cH:38][cH:39][cH:40][cH:41]1>>[NH2:1][c:2]1[n:3][cH:4][c:5]([Br:22])[cH:6][c:7]1-[c:8]1[n:9][n:10][n:11][n:12]1-[c:13]1[c:14]([F:21])[c:15]([F:20])[c:16]([O:19][CH:44]2[CH2:43][O:42][CH2:46][CH2:45]2)[cH:17][cH:18]1. The reactants are ClCCl, CNc1cc2c(cn1)cc(-c1cc(N)c(F)cc1Br)c(=O)n2C, O=C=Nc1ccccc1. Yields the product CNc1cc2c(cn1)cc(-c1cc(NC(=O)Nc3ccccc3)c(F)cc1Br)c(=O)n2C. Reaction SMILES: [Cl:33][CH2:34][Cl:35].[NH2:1][c:2]1[c:3]([F:23])[cH:4][c:5]([Br:22])[c:6](-[c:8]2[c:9](=[O:21])[n:10]([CH3:20])[c:11]3[cH:12][c:13]([NH:18][CH3:19])[n:14][cH:15][c:16]3[cH:17]2)[cH:7]1.[O:24]=[C:25]=[N:26][c:27]1[cH:28][cH:29][cH:30][cH:31][cH:32]1>>[NH:1]([c:2]1[c:3]([F:23])[cH:4][c:5]([Br:22])[c:6](-[c:8]2[c:9](=[O:21])[n:10]([CH3:20])[c:11]3[cH:12][c:13]([NH:18][CH3:19])[n:14][cH:15][c:16]3[cH:17]2)[cH:7]1)[C:25](=[O:24])[NH:26][c:27]1[cH:28][cH:29][cH:30][cH:31][cH:32]1. Starting materials: ClC1=CC(=C(C2=C1C(C(O2)(C)C)=O)N2C(N(C(=CC2=O)C(F)(F)F)C)=O)Cl (3-(4,6-dichloro-2,3-dihydro-2,2-dimethylbenzofuran-3-on-7-yl)-1-methyl-6-trifluoromethyluracil), N1=CC=CC=C1 (pyridine), CO[NH3+].[Cl-] (0-methylhydroxylamine hydrochloride), C(C)O (ethanol). The solvent is C(C)(=O)OCC (ethyl acetate). Product: ClC1=CC(=C(C2=C1C(C(O2)(C)C)=NOC)N2C(N(C(=CC2=O)C(F)(F)F)C)=O)Cl (3-(4,6-dichloro-2,3-dihydro-2,2-dimethyl-3-methoxyiminobenzofuran-7-yl)-1-methyl-6-trifluoromethyluracil). Isolated yield 21.2%. RXN SMILES: [Cl:1][C:2]1[C:7]2[C:8](=O)[C:9]([CH3:12])([CH3:11])[O:10][C:6]=2[C:5]([N:14]2[C:19](=[O:20])[CH:18]=[C:17]([C:21]([F:24])([F:23])[F:22])[N:16]([CH3:25])[C:15]2=[O:26])=[C:4]([Cl:27])[CH:3]=1.[CH3:28][O:29][NH3+:30].[Cl-].C(O)C.N1C=CC=CC=1>C(OCC)(=O)C>[Cl:1][C:2]1[C:7]2[C:8](=[N:30][O:29][CH3:28])[C:9]([CH3:11])([CH3:12])[O:10][C:6]=2[C:5]([N:14]2[C:19](=[O:20])[CH:18]=[C:17]([C:21]([F:24])([F:23])[F:22])[N:16]([CH3:25])[C:15]2=[O:26])=[C:4]([Cl:27])[CH:3]=1 |f:1.2|. Procedure details: In a flask were placed 3.20 g (0.0076 mole) of 3-(4,6-dichloro-2,3-dihydro-2,2-dimethylbenzofuran-3-on-7-yl)-1-methyl-6-trifluoromethyluracil, 1,20 g (0.0144 mole) of 0-methylhydroxylamine hydrochloride, 4 mL of ethanol, and 4 mL of pyridine. This mixture was heated at reflux for five hours and then was evaporated under reduced pressure, leaving a residue. The residue was dissolved in ethyl acetate, and this solution was washed with water. The aqueous washings were then extracted twice with ethy... The product is NC1=C(C(=CC=C1)N)NCC(C(=O)OCC)(F)F (Ethyl 3-[(2,6-diaminophenyl)amino]-2,2-difluoropropanoate). Yield: 100.9%. As a reaction SMILES: [N+:1]([C:4]1[CH:9]=[CH:8][CH:7]=[C:6]([N+:10]([O-])=O)[C:5]=1[NH:13][CH2:14][C:15]([F:22])([F:21])[C:16]([O:18][CH2:19][CH3:20])=[O:17])([O-])=O>O1CCCC1.[Pd]>[NH2:10][C:6]1[CH:7]=[CH:8][CH:9]=[C:4]([NH2:1])[C:5]=1[NH:13][CH2:14][C:15]([F:21])([F:22])[C:16]([O:18][CH2:19][CH3:20])=[O:17]. Run in O1CCCC1 (tetrahydrofuran). Procedure details: To a solution of ethyl 3-[(2,6-dinitrophenyl)amino]-2,2-difluoropropanoate (2.44 g, 7.644 mmol) in tetrahydrofuran (50 mL) was added 10% palladium on carbon (50% wet; 588.0 mg), and the mixture was purged with hydrogen and stirred under balloon pressure hydrogen at room temperature for 16 hrs. The catalyst was removed by filtration, and the filtrate was concentrated in vacuo to give the title compound as a pale yellow oil (2.00 g, 7.715 mmol, quant.). Reagents/catalysts: [Pd] (palladium on carbon). The reactants are [N+](=O)([O-])C1=C(C(=CC=C1)[N+](=O)[O-])NCC(C(=O)OCC)(F)F (ethyl 3-[(2,6-dinitrophenyl)amino]-2,2-difluoropropanoate). Run at time 16 hour. Starting materials: c1ccc(COc2nn(CCN3CCCCC3)cc2-c2ccc3[nH]ccc3c2)cc1, CCO, O=C[O-], [NH4+]. Product: Oc1nn(CCN2CCCCC2)cc1-c1ccc2[nH]ccc2c1. As a reaction SMILES: [CH2:1]([c:2]1[cH:3][cH:4][cH:5][cH:6][cH:7]1)[O:8][c:9]1[n:10][n:11]([CH2:23][CH2:24][N:25]2[CH2:26][CH2:27][CH2:28][CH2:29][CH2:30]2)[cH:12][c:13]1-[c:14]1[cH:15][c:16]2[cH:17][cH:18][nH:19][c:20]2[cH:21][cH:22]1.[CH3:35][CH2:36][OH:37].[CH:31]([O-:32])=[O:33].[NH4+:34]>>[OH:8][c:9]1[n:10][n:11]([CH2:23][CH2:24][N:25]2[CH2:26][CH2:27][CH2:28][CH2:29][CH2:30]2)[cH:12][c:13]1-[c:14]1[cH:15][c:16]2[cH:17][cH:18][nH:19][c:20]2[cH:21][cH:22]1.